Dataset: the Open Reaction Database (ORD), a public repository of structured organic reaction records. Task: describe an organic reaction: reactants, conditions, products, and yield Starting materials: C(=O)=O (carbon dioxide), C1(=CC=CC=C1)CC(=O)Cl (Phenylacetyl chloride), C([O-])([O-])=O.[Ca+2] (calcium carbonate), NC1=CC(=C(C(=C1)C)S(=O)(=O)C[N+](=O)[O-])C ((4-amino-2,6-dimethylphenylsulfonyl)nitromethane), C1(=CC=CC=C1)CC(=O)Cl (phenylacetyl chloride). Solvent: C(C)O (Ethanol), O1CCCC1 (tetrahydrofuran), C(C)(=O)OCC (Ethyl acetate). The product is CC1=C(C(=CC(=C1)NC(CC1=CC=CC=C1)=O)C)S(=O)(=O)C[N+](=O)[O-] ((2,6-dimethyl-4-[phenylacetamido]phenylsulfonyl)nitromethane). Isolated yield 54.0%. RXN SMILES: [C:1]1([CH2:7][C:8](Cl)=[O:9])[CH:6]=[CH:5][CH:4]=[CH:3][CH:2]=1.C(=O)([O-])[O-].[Ca+2].[NH2:16][C:17]1[CH:22]=[C:21]([CH3:23])[C:20]([S:24]([CH2:27][N+:28]([O-:30])=[O:29])(=[O:26])=[O:25])=[C:19]([CH3:31])[CH:18]=1.C(=O)=O>O1CCCC1.C(OCC)(=O)C.C(O)C>[CH3:23][C:21]1[CH:22]=[C:17]([NH:16][C:8](=[O:9])[CH2:7][C:1]2[CH:6]=[CH:5][CH:4]=[CH:3][CH:2]=2)[CH:18]=[C:19]([CH3:31])[C:20]=1[S:24]([CH2:27][N+:28]([O-:30])=[O:29])(=[O:26])=[O:25] |f:1.2|. Procedure: Phenylacetyl chloride (1.16 g, 7.5 mM) was added to a stirred suspension of calcium carbonate (1.0 g, 10.0 mM) and (4-amino-2,6-dimethylphenylsulfonyl)nitromethane (1.22g, 5.0 mM) in dry tetrahydrofuran (THF; 20 mL). The mixture was stirred for 16 hours during which time carbon dioxide was slowly released. Ethanol (1.0 mL) was then added and the mixture stirred for a further hour in order to decompose excess phenylacetyl chloride. Ethyl acetate (100 mL) was then added and the insoluble material ... Starting materials: Cc1c(C(=O)Cl)cnn1-c1ccc(Cl)cc1, Nc1ccc(Cl)c([N+](=O)[O-])c1, O, c1ccncc1. Yields the product Cc1c(C(=O)Nc2ccc(Cl)c([N+](=O)[O-])c2)cnn1-c1ccc(Cl)cc1. Reaction SMILES: [Cl:1][c:2]1[cH:3][cH:4][c:5](-[n:8]2[n:9][cH:10][c:11]([C:14](=[O:15])[Cl:16])[c:12]2[CH3:13])[cH:6][cH:7]1.[Cl:23][c:24]1[c:25]([N+:31](=[O:32])[O-:33])[cH:26][c:27]([NH2:28])[cH:29][cH:30]1.[OH2:34].[cH:17]1[cH:18][cH:19][n:20][cH:21][cH:22]1>>[Cl:1][c:2]1[cH:3][cH:4][c:5](-[n:8]2[n:9][cH:10][c:11]([C:14](=[O:15])[NH:28][c:27]3[cH:26][c:25]([N+:31](=[O:32])[O-:33])[c:24]([Cl:23])[cH:30][cH:29]3)[c:12]2[CH3:13])[cH:6][cH:7]1. The reactants are ClC1=NC=C(C2=C(C=CC=C12)C)C(=O)O (1-chloro-5-methylisoquinolin-4-carboxylic acid), N1CCCCC1 (piperidine). Product: ClC1=NC=C(C2=C(C=CC=C12)C)C(=O)N1CCCCC1 ((1-Chloro-5-methylisoquinolin-4-yl)(piperidin-1-yl)methanone). Reaction SMILES: [Cl:1][C:2]1[C:11]2[C:6](=[C:7]([CH3:12])[CH:8]=[CH:9][CH:10]=2)[C:5]([C:13]([OH:15])=O)=[CH:4][N:3]=1.[NH:16]1[CH2:21][CH2:20][CH2:19][CH2:18][CH2:17]1>>[Cl:1][C:2]1[C:11]2[C:6](=[C:7]([CH3:12])[CH:8]=[CH:9][CH:10]=2)[C:5]([C:13]([N:16]2[CH2:21][CH2:20][CH2:19][CH2:18][CH2:17]2)=[O:15])=[CH:4][N:3]=1. Reported procedure: The title compound was prepared by using 1-chloro-5-methylisoquinolin-4-carboxylic acid (Intermediate-10) and piperidine by following the similar procedure as described for intermediate-11a. Starting materials: S1C=2N(C=C1)C=NC2 (imidazo[5,1-b]thiazole), C(C=C)OC(=O)N1C[C@@H](C[C@H]1C=O)O[Si](C)(C)C(C)(C)C ((3R,5S)-1-allyloxycarbonyl-3-t-butyldimethylsilyloxy-5-formylpyrrolidine), O (Water). The solvent is C1CCOC1 (THF), C1CCOC1 (THF). Run at temperature 0 celsius, time 2 hour. Product: C(C=C)OC(=O)N1C[C@@H](C[C@H]1C(C1=CN2C(S1)=CN=C2)O)O[Si](C)(C)C(C)(C)C ((3R,5S)-1-allyloxycarbonyl-3-t-butyldimethylsilyloxy-5-[1-hydroxy-1-(imidazo[5,1-b]thiazol-2-yl)methyl]pyrrolidine), C(C=C)OC(=O)N1C[C@@H](C[C@H]1C(C=1N2C(SC1)=CN=C2)O)O[Si](C)(C)C(C)(C)C ((3R,5S)-1-allyloxycarbonyl-3-t-butyldimethylsilyloxy-5-[1-hydroxy-1-(imidazo[5,1-b]thiazol-3-yl)methyl]pyrrolidine). As a reaction SMILES: [S:1]1[CH:5]=[CH:4][N:3]2[CH:6]=[N:7][CH:8]=[C:2]12.[CH2:9]([O:12][C:13]([N:15]1[C@H:19]([CH:20]=[O:21])[CH2:18][C@@H:17]([O:22][Si:23]([C:26]([CH3:29])([CH3:28])[CH3:27])([CH3:25])[CH3:24])[CH2:16]1)=[O:14])[CH:10]=[CH2:11].O>C1COCC1>[CH2:9]([O:12][C:13]([N:15]1[C@H:19]([CH:20]([OH:21])[C:5]2[S:1][C:2]3=[CH:8][N:7]=[CH:6][N:3]3[CH:4]=2)[CH2:18][C@@H:17]([O:22][Si:23]([C:26]([CH3:29])([CH3:28])[CH3:27])([CH3:24])[CH3:25])[CH2:16]1)=[O:14])[CH:10]=[CH2:11].[CH2:9]([O:12][C:13]([N:15]1[C@H:19]([CH:20]([OH:21])[C:4]2[N:3]3[CH:6]=[N:7][CH:8]=[C:2]3[S:1][CH:5]=2)[CH2:18][C@@H:17]([O:22][Si:23]([C:26]([CH3:29])([CH3:28])[CH3:27])([CH3:24])[CH3:25])[CH2:16]1)=[O:14])[CH:10]=[CH2:11]. Reported procedure: A 1.69 M n-butyllithium-hexane solution (7.2 ml) is added dropwise to a solution of 2.09 g of imidazo[5,1-b]thiazole in 40 ml of dry THF over a period of 10 min while maintaining the temperature at −70° C. or below, and the mixture is stirred at that temperature for 2 hr. A solution of 5.32 g of (3R,5S)-1-allyloxycarbonyl-3-t-butyldimethylsilyloxy-5-formylpyrrolidine in 20 ml of THF is gradually added dropwise to the mixed solution, and the mixture is stirred at −70° C. for 1.5 hr. The temperatu... Reactants: ClC1=C(C(=O)O)C=C(C(=C1)F)N1C(N(C(=CC1=O)C(C(F)(F)F)(F)F)C)=O (2-chloro-5-[3,6-dihydro-2,6-dioxo-3-methyl-4-pentafluoroethyl-1(2H)-pyrimidinyl]-4-fluorobenzoic acid), acid chloride, O1CC(CC1)O (tetrahydrofuran-3-ol). Product: ClC1=C(C(=O)OC2COCC2)C=C(C(=C1)F)N1C(N(C(=CC1=O)C(C(F)(F)F)(F)F)C)=O (3-tetrahydrofuryl 2-chloro-5-[3,6-dihydro-2,6-dioxo-3-methyl-4-pentafluoroethyl-1(2H)-pyrimidinyl]-4-fluorobenzoate). Reaction SMILES: [Cl:1][C:2]1[CH:10]=[C:9]([F:11])[C:8]([N:12]2[C:17](=[O:18])[CH:16]=[C:15]([C:19]([F:25])([F:24])[C:20]([F:23])([F:22])[F:21])[N:14]([CH3:26])[C:13]2=[O:27])=[CH:7][C:3]=1[C:4]([OH:6])=[O:5].[O:28]1[CH2:32][CH2:31][CH:30](O)[CH2:29]1>>[Cl:1][C:2]1[CH:10]=[C:9]([F:11])[C:8]([N:12]2[C:17](=[O:18])[CH:16]=[C:15]([C:19]([F:24])([F:25])[C:20]([F:23])([F:21])[F:22])[N:14]([CH3:26])[C:13]2=[O:27])=[CH:7][C:3]=1[C:4]([O:6][CH:30]1[CH2:31][CH2:32][O:28][CH2:29]1)=[O:5]. Procedure details: In an analogous manner, starting from 2-chloro-5-[3,6-dihydro-2,6-dioxo-3-methyl-4-pentafluoroethyl-1(2H)-pyrimidinyl]-4-fluorobenzoic acid via its acid chloride and tetrahydrofuran-3-ol there is obtained 3-tetrahydrofuryl 2-chloro-5-[3,6-dihydro-2,6-dioxo-3-methyl-4-pentafluoroethyl-1(2H)-pyrimidinyl]-4-fluorobenzoate, 1H-NMR (D6 -DMSO, 400 MHz): 2.00-2.09 (m, 1H), 2.20-2.32 (m,1H), 3.43 (s,3H), 3.74-3.92 (m,4H), 5.48-5.56 (m,1H), 6.50 (s,1H), 7.89 (d,1H), 8.08 (d,1H); The reactants are [BH4-], CCOCc1nc2cnc3ccccc3c2n1N=Cc1ccco1, CO, [Na+]. Yields the product CCOCc1nc2cnc3ccccc3c2n1NCc1ccco1. RXN SMILES: [BH4-:25].[CH2:1]([CH3:2])[O:3][CH2:4][c:5]1[n:6]([N:18]=[CH:19][c:20]2[o:21][cH:22][cH:23][cH:24]2)[c:7]2[c:8]([cH:9][n:10][c:11]3[cH:12][cH:13][cH:14][cH:15][c:16]23)[n:17]1.[CH3:27][OH:28].[Na+:26]>>[CH2:1]([CH3:2])[O:3][CH2:4][c:5]1[n:6]([NH:18][CH2:19][c:20]2[o:21][cH:22][cH:23][cH:24]2)[c:7]2[c:8]([cH:9][n:10][c:11]3[cH:12][cH:13][cH:14][cH:15][c:16]23)[n:17]1.